From a dataset of the Open Reaction Database (ORD), a public repository of structured organic reaction records. describe an organic reaction: reactants, conditions, products, and yield Starting materials: CCO, Cc1ccccc1, O=C(O)c1c(Cl)ccc(O)c1Cl, ClCc1ccccc1, [Na+], [OH-], O=C(O)c1ccccc1. The product is O=C(O)c1c(Cl)ccc(OCc2ccccc2)c1Cl. RXN SMILES: [CH3:32][CH2:33][OH:34].[CH3:35][c:36]1[cH:37][cH:38][cH:39][cH:40][cH:41]1.[Cl:1][c:2]1[c:3]([C:4](=[O:5])[OH:6])[c:7]([Cl:12])[cH:8][cH:9][c:10]1[OH:11].[Cl:24][CH2:25][c:26]1[cH:27][cH:28][cH:29][cH:30][cH:31]1.[Na+:14].[OH-:13].[OH:15][C:16](=[O:17])[c:18]1[cH:19][cH:20][cH:21][cH:22][cH:23]1>>[Cl:1][c:2]1[c:3]([C:4](=[O:5])[OH:6])[c:7]([Cl:12])[cH:8][cH:9][c:10]1[O:11][CH2:16][c:18]1[cH:19][cH:20][cH:21][cH:22][cH:23]1. Reactants: ClC=1C(NC(NC1CCl)=O)=O (5-chloro-6-chloromethyluracil), CN=C=S (methyl isothiocyanate), CN(C=O)C (N,N-dimethylformamide), O (Water). Run at temperature 70 celsius. Yields the product CNC(=S)NCC1=C(C(NC(N1)=O)=O)Cl (N-methyl-N'-(5-chlorouracil-6-ylmethyl)thiourea). Yield: 61.0%. RXN SMILES: [Cl:1][C:2]1[C:3](=[O:11])[NH:4][C:5](=[O:10])[NH:6][C:7]=1[CH2:8]Cl.[CH3:12][N:13]=[C:14]=[S:15].O.C[N:18](C)C=O>>[CH3:12][NH:13][C:14]([NH:18][CH2:8][C:7]1[NH:6][C:5](=[O:10])[NH:4][C:3](=[O:11])[C:2]=1[Cl:1])=[S:15]. Reported procedure: A suspension of 0.50 g of 5-chloro-6-chloromethyluracil and 0.22 g of methyl isothiocyanate in N,N-dimethylformamide (3 ml) was heated at 70° C. for 4 hours under stirring. Water (50 ml) was added to the reaction mixture. A crystallized matter was collected by filtration and then washed with water and methanol, whereby 435 mg of the title compound were obtained (yield: 61%). Starting materials: CCOC(=O)c1coc(C=O)n1, CO, NO. The product is CCOC(=O)c1coc(C#N)n1. RXN SMILES: [CH2:1]([CH3:2])[O:3][C:4](=[O:5])[c:6]1[n:7][c:8]([CH:11]=[O:12])[o:9][cH:10]1.[CH3:15][OH:16].[NH2:13][OH:14]>>[CH2:1]([CH3:2])[O:3][C:4](=[O:5])[c:6]1[n:7][c:8]([C:11]#[N:13])[o:9][cH:10]1. Starting materials: BrC=1C(N(C=C(C1)Br)C)=O (3,5-dibromo-1-methylpyridin-2(1H)-one), NC1=CC=C(C=N1)N1CC2C(C1)CN(C2)C(=O)OC(C)(C)C (tert-Butyl 5-(6-Aminopyridin-3-yl)-hexahydropyrrolo[3,4-c]pyrrole-2(1H)-carboxylate). The product is BrC=1C=C(C(N(C1)C)=O)NC1=CC=C(C=N1)N1CC2C(C1)CN(C2)C(=O)OC(C)(C)C (tert-Butyl 5-(6-(5-Bromo-1-methyl-2-oxo-1,2-dihydropyridin-3-ylamino)pyridine-3-yl)-hexahydropyrrolo[3,4-c]pyrrole-2(1H)-carboxylate). The yield is 59.9%. Reaction SMILES: Br[C:2]1[C:3](=[O:10])[N:4]([CH3:9])[CH:5]=[C:6]([Br:8])[CH:7]=1.[NH2:11][C:12]1[N:17]=[CH:16][C:15]([N:18]2[CH2:22][CH:21]3[CH2:23][N:24]([C:26]([O:28][C:29]([CH3:32])([CH3:31])[CH3:30])=[O:27])[CH2:25][CH:20]3[CH2:19]2)=[CH:14][CH:13]=1>>[Br:8][C:6]1[CH:7]=[C:2]([NH:11][C:12]2[N:17]=[CH:16][C:15]([N:18]3[CH2:19][CH:20]4[CH2:25][N:24]([C:26]([O:28][C:29]([CH3:32])([CH3:31])[CH3:30])=[O:27])[CH2:23][CH:21]4[CH2:22]3)=[CH:14][CH:13]=2)[C:3](=[O:10])[N:4]([CH3:9])[CH:5]=1. Procedure details: Following Example 188c, 3,5-dibromo-1-methylpyridin-2(1H)-one (212 mg, 0.79 mmol) and 335b (200 mg, 0.66 mmol) were reacted to give 335c as a yellow solid (194 mg, 60%). MS: [M+H]+ 492 The reactants are O=C([O-])[O-], COc1ccc(COc2ccc(C(=O)O)cn2)cc1, CI, [K+], [K+], CN(C)C=O, O. Yields the product COC(=O)c1ccc(OCc2ccc(OC)cc2)nc1. Reaction SMILES: [C:20](=[O:21])([O-:22])[O-:23].[CH3:1][O:2][c:3]1[cH:4][cH:5][c:6]([CH2:7][O:8][c:9]2[n:10][cH:11][c:12]([C:13](=[O:14])[OH:15])[cH:16][cH:17]2)[cH:18][cH:19]1.[CH3:26][I:27].[K+:24].[K+:25].[O:29]=[CH:30][N:31]([CH3:32])[CH3:33].[OH2:28]>>[CH3:1][O:2][c:3]1[cH:4][cH:5][c:6]([CH2:7][O:8][c:9]2[n:10][cH:11][c:12]([C:13](=[O:14])[O:15][CH3:20])[cH:16][cH:17]2)[cH:18][cH:19]1. Reactants: CCO, Nc1ccc(F)c(Cl)c1, N#Cc1cnc2ccc([N+](=O)[O-])cc2c1Cl. Yields the product N#Cc1cnc2ccc([N+](=O)[O-])cc2c1Nc1ccc(F)c(Cl)c1. Reaction SMILES: [CH3:26][CH2:27][OH:28].[Cl:17][c:18]1[cH:19][c:20]([NH2:21])[cH:22][cH:23][c:24]1[F:25].[Cl:1][c:2]1[c:3]([C:15]#[N:16])[cH:4][n:5][c:6]2[cH:7][cH:8][c:9]([N+:12](=[O:13])[O-:14])[cH:10][c:11]12>>[c:2]1([NH:21][c:20]2[cH:19][c:18]([Cl:17])[c:24]([F:25])[cH:23][cH:22]2)[c:3]([C:15]#[N:16])[cH:4][n:5][c:6]2[cH:7][cH:8][c:9]([N+:12](=[O:13])[O-:14])[cH:10][c:11]12.